Task: describe an organic reaction: reactants, conditions, products, and yield. Dataset: the Open Reaction Database (ORD), a public repository of structured organic reaction records Reactants: B, O=C([O-])[O-], C1CCOC1, Cc1ccc([N+](=O)[O-])cc1C(=O)O, [K+], [K+], O. The product is Cc1ccc([N+](=O)[O-])cc1CO. RXN SMILES: [BH3:14].[C:15](=[O:16])([O-:17])[O-:18].[CH2:21]1[O:22][CH2:23][CH2:24][CH2:25]1.[CH3:1][c:2]1[c:3]([C:4](=[O:5])[OH:6])[cH:7][c:8]([N+:11](=[O:12])[O-:13])[cH:9][cH:10]1.[K+:19].[K+:20].[OH2:26]>>[CH3:1][c:2]1[c:3]([CH2:4][OH:5])[cH:7][c:8]([N+:11](=[O:12])[O-:13])[cH:9][cH:10]1.